This data is from the Open Reaction Database (ORD), a public repository of structured organic reaction records. The task is: describe an organic reaction: reactants, conditions, products, and yield The reactants are C(C)OC(CC1=C(N(N=N1)C(C)C=1C=C2C=C(C=NC2=CC1)OCCOC)C(=O)NC1=CC(=NS1)C)OCC (5-(2,2-diethoxyethyl)-3-(1-(3-(2-methoxyethoxy)quinolin-6-yl)ethyl)-N-(3-methylisothiazol-5-yl)-3H-1,2,3-triazole-4-carboxamide), O.C1(=CC=C(C=C1)S(=O)(=O)O)C (p-toluenesulfonic acid monohydrate). Solvent: ClC(C)Cl (dichloroethane), ClCCl (dichloromethane). Reaction conditions: temperature 100 celsius. Yields the product COCCOC=1C=NC2=CC=C(C=C2C1)[C@H](C)N1N=NC2=C1C(N(C=C2)C2=CC(=NS2)C)=O ((S)-3-(1-(3-(2-methoxyethoxy)quinolin-6-yl)ethyl)-5-(3-methylisothiazol-5-yl)-3H-[1,2,3]triazolo[4,5-c]pyridin-4(5H)-one). RXN SMILES: C(O[CH:4](OCC)[CH2:5][C:6]1[N:10]=[N:9][N:8]([CH:11]([C:13]2[CH:14]=[C:15]3[C:20](=[CH:21][CH:22]=2)[N:19]=[CH:18][C:17]([O:23][CH2:24][CH2:25][O:26][CH3:27])=[CH:16]3)[CH3:12])[C:7]=1[C:28]([NH:30][C:31]1[S:35][N:34]=[C:33]([CH3:36])[CH:32]=1)=[O:29])C.O.C1(C)C=CC(S(O)(=O)=O)=CC=1>ClC(Cl)C.ClCCl>[CH3:27][O:26][CH2:25][CH2:24][O:23][C:17]1[CH:18]=[N:19][C:20]2[C:15]([CH:16]=1)=[CH:14][C:13]([C@@H:11]([N:8]1[C:7]3[C:28](=[O:29])[N:30]([C:31]4[S:35][N:34]=[C:33]([CH3:36])[CH:32]=4)[CH:4]=[CH:5][C:6]=3[N:10]=[N:9]1)[CH3:12])=[CH:22][CH:21]=2 |f:1.2|. Procedure: 5-(2,2-diethoxyethyl)-3-(1-(3-(2-methoxyethoxy)quinolin-6-yl)ethyl)-N-(3-methylisothiazol-5-yl)-3H-1,2,3-triazole-4-carboxamide (0.296 g, 0.53 mmol) was dissolved in dichloroethane (5 mL) and to the solution was added p-toluenesulfonic acid monohydrate (0.11 g, 0.59 mmol). The reaction mixture was heated at 100° C. overnight. The reaction mixture was diluted with dichloromethane then washed with sat. aq. sodium bicarbonate and brine. The organic layer was dried over sodium sulfate and concentrat...